Dataset: the Open Reaction Database (ORD), a public repository of structured organic reaction records. Task: describe an organic reaction: reactants, conditions, products, and yield Starting materials: N#Cc1cc(B(O)O)ccc1F, COCCOC, COC(=O)c1ccnc(Cl)c1, [Cs+], [F-], c1ccc(P(c2ccccc2)(c2ccccc2)[Pd](P(c2ccccc2)(c2ccccc2)c2ccccc2)(P(c2ccccc2)(c2ccccc2)c2ccccc2)P(c2ccccc2)(c2ccccc2)c2ccccc2)cc1. The product is COC(=O)c1ccnc(-c2ccc(F)c(C#N)c2)c1. As a reaction SMILES: [C:3](#[N:4])[c:5]1[cH:6][c:7]([B:12]([OH:13])[OH:14])[cH:8][cH:9][c:10]1[F:11].[CH3:103][O:104][CH2:105][CH2:106][O:107][CH3:108].[Cl:15][c:16]1[cH:17][c:18]([C:19](=[O:20])[O:21][CH3:22])[cH:23][cH:24][n:25]1.[Cs+:2].[F-:1].[cH:26]1[cH:27][cH:28][c:29]([P:30]([Pd:31]([P:32]([c:33]2[cH:34][cH:35][cH:36][cH:37][cH:38]2)([c:39]2[cH:40][cH:41][cH:42][cH:43][cH:44]2)[c:45]2[cH:46][cH:47][cH:48][cH:49][cH:50]2)([P:51]([c:52]2[cH:53][cH:54][cH:55][cH:56][cH:57]2)([c:58]2[cH:59][cH:60][cH:61][cH:62][cH:63]2)[c:64]2[cH:65][cH:66][cH:67][cH:68][cH:69]2)[P:70]([c:71]2[cH:72][cH:73][cH:74][cH:75][cH:76]2)([c:77]2[cH:78][cH:79][cH:80][cH:81][cH:82]2)[c:83]2[cH:84][cH:85][cH:86][cH:87][cH:88]2)([c:89]2[cH:90][cH:91][cH:92][cH:93][cH:94]2)[c:95]2[cH:96][cH:97][cH:98][cH:99][cH:100]2)[cH:101][cH:102]1>>[C:3](#[N:4])[c:5]1[cH:6][c:7](-[c:16]2[cH:17][c:18]([C:19](=[O:20])[O:21][CH3:22])[cH:23][cH:24][n:25]2)[cH:8][cH:9][c:10]1[F:11]. Reactants: CS(=O)(=O)O, CCOCC, Cc1ccc(COc2ccc(C3=C(c4ccc(C#N)cc4)OC(C)(C)C3=O)cc2)nc1, ClCCl. RXN SMILES: [CH3:1][S:2]([OH:3])(=[O:4])=[O:5].[CH3:40][CH2:41][O:42][CH2:43][CH3:44].[CH3:6][C:7]1([CH3:36])[C:8](=[O:35])[C:9]([c:20]2[cH:21][cH:22][c:23]([O:26][CH2:27][c:28]3[n:29][cH:30][c:31]([CH3:34])[cH:32][cH:33]3)[cH:24][cH:25]2)=[C:10]([c:12]2[cH:13][cH:14][c:15]([C:16]#[N:17])[cH:18][cH:19]2)[O:11]1.[Cl:37][CH2:38][Cl:39]>>[CH3:1][S:2](=[O:3])(=[O:4])[OH:5].[CH3:6][C:7]1([CH3:36])[C:8](=[O:35])[C:9]([c:20]2[cH:21][cH:22][c:23]([O:26][CH2:27][c:28]3[n:29][cH:30][c:31]([CH3:34])[cH:32][cH:33]3)[cH:24][cH:25]2)=[C:10]([c:12]2[cH:13][cH:14][c:15]([C:16]#[N:17])[cH:18][cH:19]2)[O:11]1. Product: CS(=O)(=O)O, Cc1ccc(COc2ccc(C3=C(c4ccc(C#N)cc4)OC(C)(C)C3=O)cc2)nc1. Starting materials: [Cl-].C(CCCCCCCCC)[N+](C)(C)CCCCCCCCCC (didecyldimethylammonium chloride), C[C@@H](C1=CC2=C(C=C1)C=C(C=C2)OC)C(=O)[O-].[Na+] (naproxen sodium salt). Run in O (water). Reaction conditions: time 1 hour. Yields the product COC=1C=C2C=CC(=CC2=CC1)[C@@H](C(=O)[O-])C.C(CCCCCCCCC)[N+](C)(C)CCCCCCCCCC (didecyldimethylammonium (S)-6-methoxy-α-methyl-2-naphthaleneacetate). The yield is 95.0%. Reaction SMILES: [Cl-].[CH2:2]([N+:12]([CH2:15][CH2:16][CH2:17][CH2:18][CH2:19][CH2:20][CH2:21][CH2:22][CH2:23][CH3:24])([CH3:14])[CH3:13])[CH2:3][CH2:4][CH2:5][CH2:6][CH2:7][CH2:8][CH2:9][CH2:10][CH3:11].[CH3:25][C@H:26]([C:39]([O-:41])=[O:40])[C:27]1[CH:32]=[CH:31][C:30]2[CH:33]=[C:34]([O:37][CH3:38])[CH:35]=[CH:36][C:29]=2[CH:28]=1.[Na+]>O>[CH3:38][O:37][C:34]1[CH:33]=[C:30]2[C:29](=[CH:36][CH:35]=1)[CH:28]=[C:27]([C@H:26]([CH3:25])[C:39]([O-:41])=[O:40])[CH:32]=[CH:31]2.[CH2:15]([N+:12]([CH2:2][CH2:3][CH2:4][CH2:5][CH2:6][CH2:7][CH2:8][CH2:9][CH2:10][CH3:11])([CH3:14])[CH3:13])[CH2:16][CH2:17][CH2:18][CH2:19][CH2:20][CH2:21][CH2:22][CH2:23][CH3:24] |f:0.1,2.3,5.6|. Procedure: The stoichiometric mixture (0.025 mol) of didecyldimethylammonium chloride and naproxen sodium salt were dissolved in distilled water and stirred at room temperature for 1 h. The product was extracted by ethyl acetate and organic phase was separated and then washed with distilled water. Ethyl acetate phase was removed and solvent evaporated. The product, didecyldimethylammonium (S)-6-methoxy-α-methyl-2-naphthaleneacetate (95% yield), was dried under vacuum. The product is soluble in chloroform, ... The reactants are OC=1C(NN=C(C1)CCC1=CC=CC=C1)=O (4-hydroxy-6-(2-phenylethyl)pyridazin-3(2H)-one), C(C1=CC=CC=C1)OC=1N=NC(=CC1OCC1=CC=CC=C1)CC1=CC(=CC=C1)C (3,4-bis(benzyloxy)-6-[(3-methylphenyl)methyl]pyridazine), C(C1=CC=CC=C1)OC=1N=NC(=CC1OCC1=CC=CC=C1)CC1=CC(=CC=C1)C (3,4-bis(benzyloxy)-6-[(3-methylphenyl)methyl]pyridazine), O1CCCC1 (tetrahydrofuran). The solvent is C(C)(=O)OCC (ethyl acetate). The product is CC=1C=C(CC=2C=C(C(NN2)=O)O)C=CC1 (6-(3-Methylbenzyl)-4-hydroxypyridazin-3(2H)-one). As a reaction SMILES: OC1C(=O)NN=C(CCC2C=CC=CC=2)C=1.C([O:24][C:25]1[N:26]=[N:27][C:28]([CH2:39][C:40]2[CH:45]=[CH:44][CH:43]=[C:42]([CH3:46])[CH:41]=2)=[CH:29][C:30]=1[O:31]CC1C=CC=CC=1)C1C=CC=CC=1.O1CCCC1>C(OCC)(=O)C>[CH3:46][C:42]1[CH:41]=[C:40]([CH:45]=[CH:44][CH:43]=1)[CH2:39][C:28]1[CH:29]=[C:30]([OH:31])[C:25](=[O:24])[NH:26][N:27]=1. Procedure details: Prepared in the same way as 4-hydroxy-6-(2-phenylethyl)pyridazin-3(2H)-one (Example 1) from 3,4-bis(benzyloxy)-6-[(3-methylphenyl)methyl]pyridazine (Intermediate 57) except that the solvent mixture used for the hydrogenation was made up from tetrahydrofuran and ethyl acetate and the product was recrystallised from a mixture of ethyl acetate and heptane. Reactants: BrC=1C=CC2=C(C(OCC(N2)=O)(C=2OC=CC2)C=2OC=CC2)C1 (7-bromo-5,5-di(2-furyl)-1,5-dihydro-4,1-benzoxazepin-2(3H)-one), ClC=1C=C(C=CC1F)B(O)O (3-chloro-4-fluoro benzeneboronic acid). Product: C1C(=O)NC2=C(C=C(C=C2)C3=CC(=C(C=C3)F)Cl)C(O1)(C4=CC=CO4)C5=CC=CO5 (7-(3-Chloro-4-fluorophenyl)-5,5-di(2-furyl)-1,5-dihydro-4,1-benzoxazepin-2(H)-one). Reaction SMILES: Br[C:2]1[CH:3]=[CH:4][C:5]2[NH:11][C:10](=[O:12])[CH2:9][O:8][C:7]([C:18]3[O:19][CH:20]=[CH:21][CH:22]=3)([C:13]3[O:14][CH:15]=[CH:16][CH:17]=3)[C:6]=2[CH:23]=1.[Cl:24][C:25]1[CH:26]=[C:27](B(O)O)[CH:28]=[CH:29][C:30]=1[F:31]>>[CH2:9]1[O:8][C:7]([C:18]2[O:19][CH:20]=[CH:21][CH:22]=2)([C:13]2[O:14][CH:15]=[CH:16][CH:17]=2)[C:6]2[CH:23]=[C:2]([C:27]3[CH:28]=[CH:29][C:30]([F:31])=[C:25]([Cl:24])[CH:26]=3)[CH:3]=[CH:4][C:5]=2[NH:11][C:10]1=[O:12]. Reported procedure: Prepared from 7-bromo-5,5-di(2-furyl)-1,5-dihydro-4,1-benzoxazepin-2(3H)-one and 3-chloro-4-fluoro benzeneboronic acid generally according to the coupling procedure of example 1. 1H NMR (DMSO-d6): δ 10.28 (s, 1H), 7.77 (dd, J=1.95, 0.98 Hz, 2H), 7.66 (dd, J=8.3, 1.95 Hz, 1H), 7.59 (dd, J=7.32, 2.44 Hz, 1H), 7.45 (dd, JHF=JHH=8.79 Hz, 1H), 7.33-7.36 (m, 1H), 7.32 (d, J=8.79 Hz, 1H), 6.89 (d, J=2.44 Hz, 1H), 6.51 (dd, J=3.42, 1.95 Hz, 2H), 6.27 (dd, J=3.42, 0.98 Hz, 2H), 4.17 (s, 2H); MS (ESI) m/z...